Dataset: the Open Reaction Database (ORD), a public repository of structured organic reaction records. Task: describe an organic reaction: reactants, conditions, products, and yield Reactants: Na, O (Water), C(C)OC(=O)C=1C(=NC(=NC1)C1=CC=CC=C1)NCC=C (4-(2-propenylamino)-2-phenyl-5-pyrimidine carboxylic acid ethyl ester), C(C)OCC (diethyl ether), C(C)C(C(=O)Cl)C(=O)Cl (ethyl malonyl chloride), Cl (HCl). The solvent is C(C)O (ethanol). Product: C(C)OC(=O)C1=C(C2=C(N=C(N=C2)C2=CC=CC=C2)N(C1=O)CC=C)O (7,8-dihydro-5-hydroxy-7-oxo-2-phenyl-8-(2-propenyl)pyrido[2,3-d]-pyrimidine-6-carboxylic acid ethyl ester). As a reaction SMILES: C(O[C:4]([C:6]1[C:7]([NH:18][CH2:19][CH:20]=[CH2:21])=[N:8][C:9]([C:12]2[CH:17]=[CH:16][CH:15]=[CH:14][CH:13]=2)=[N:10][CH:11]=1)=[O:5])C.C([CH:24]([C:28](Cl)=[O:29])[C:25](Cl)=[O:26])C.O.Cl.[CH2:33]([O:35]CC)[CH3:34]>C(O)C>[CH2:33]([O:35][C:28]([C:24]1[C:25](=[O:26])[N:18]([CH2:19][CH:20]=[CH2:21])[C:7]2[N:8]=[C:9]([C:12]3[CH:13]=[CH:14][CH:15]=[CH:16][CH:17]=3)[N:10]=[CH:11][C:6]=2[C:4]=1[OH:5])=[O:29])[CH3:34]. Reported procedure: To 16.3 g. (0.057 mole) of 4-(2-propenylamino)-2-phenyl-5-pyrimidine carboxylic acid ethyl ester in diethyl ether was added 4.3 g. (0.029 mole) of ethyl malonyl chloride and then stirred 3 hours at room temperature. The reaction was then filtered and stripped to dryness and the residue was added to a solution of 1.3 g. (0.057 mole) of Na in ethanol and stirred at room temperature for 10 minutes. Water was added until the reaction became clear and then acidified with HCl. This solution was chille... The reactants are [H-].[Na+] (sodium hydride), C(C)(C)(C)OC(=O)NCC1=NC=CC=C1 (2-(N-(t-butyloxycarbonyl)aminomethyl)-pyridine), CI (methyl iodide). Run in O1CCCC1 (tetrahydrofuran). Reaction conditions: time 15 minute. The product is C(C)(C)(C)OC(=O)N(C)CC1=NC=CC=C1 (2-((N-(t-Butyloxycarbonyl)-N-methylamino)methyl)pyridine). Yield: 70.6%. As a reaction SMILES: [C:1]([O:5][C:6]([NH:8][CH2:9][C:10]1[CH:15]=[CH:14][CH:13]=[CH:12][N:11]=1)=[O:7])([CH3:4])([CH3:3])[CH3:2].[H-].[Na+].[CH3:18]I>O1CCCC1>[C:1]([O:5][C:6]([N:8]([CH2:9][C:10]1[CH:15]=[CH:14][CH:13]=[CH:12][N:11]=1)[CH3:18])=[O:7])([CH3:4])([CH3:2])[CH3:3] |f:1.2|. Procedure details: A solution of 19.8 g (95 mmol) of 2-(N-(t-butyloxycarbonyl)aminomethyl)-pyridine in anhydrous tetrahydrofuran was cooled under N2 atmosphere to 0° C. and treated with 4.95 g (124 mmol) of sodium hydride (60% dispersion in oil). The solution was stirred for 15 min, treated dropwise with 7.1 ml(114 mmol) of methyl iodide, stirred at ambient temperature for 2 h, and quenched cautiously with water. The resulting mixture was partitioned between ether and water, dried over Na2SO4, and concentrated in ... The reactants are ClC=1C=C(C=O)C=CC1O (3-chloro-4-hydroxy-benzaldehyde), BrCCO[Si](C)(C)C(C)(C)C ((2-bromoethoxy)-tert-butyldimethylsilane), C([O-])([O-])=O.[Cs+].[Cs+] (cesium carbonate), CS(=O)C (DMSO). Run in O (water). Reaction conditions: temperature 80 celsius, time 17 hour. Product: C(C)(C)(C)[Si](OCCOC1=C(C=C(C=O)C=C1)Cl)(C)C (4-[2-(tert-Butyl-dimethyl-silanyloxy)-ethoxy]-3-chloro-benzaldehyde), solid. Isolated yield 58.0%. As a reaction SMILES: [Cl:1][C:2]1[CH:3]=[C:4]([CH:7]=[CH:8][C:9]=1[OH:10])[CH:5]=[O:6].Br[CH2:12][CH2:13][O:14][Si:15]([C:18]([CH3:21])([CH3:20])[CH3:19])([CH3:17])[CH3:16].C(=O)([O-])[O-].[Cs+].[Cs+].CS(C)=O>O>[C:18]([Si:15]([CH3:17])([CH3:16])[O:14][CH2:13][CH2:12][O:10][C:9]1[CH:8]=[CH:7][C:4]([CH:5]=[O:6])=[CH:3][C:2]=1[Cl:1])([CH3:21])([CH3:20])[CH3:19] |f:2.3.4|. Reported procedure: A mixture of 3-chloro-4-hydroxy-benzaldehyde (227 mg, 1.45 mmol), (2-bromoethoxy)-tert-butyldimethylsilane (347 mg, 1.45 mmol), cesium carbonate (709 mg, 2.18 mmol) and DMSO (2 mL) was stirred at 80° C. for 17 h. The reaction mixture was cooled to room temperature and water (50 mL) was added. The resulting precipitate was filtered off, washed with water, air-dried, dissolved in a small amount of ethyl acetate and purified by column chromatography. 4-[2-(tert-Butyl-dimethyl-silanyloxy)-ethoxy]-3-... The reactants are C(C)#N (acetonitrile), N1=CC=CC=C1 (pyridine), FC(S(=O)(=O)O[Si](C)(C)C)(F)F (trimethylsilyl trifluoromethanesulfonate), resultant solution, FF (fluorine), FF (fluorine). Solvent: CCOCC (ether). Product: FC(S(=O)(=O)[O-])(F)F.F[N+]1=CC=CC=C1 (N-fluoropyridinium trifluoromethanesulfonate). Isolated yield 78.0%. Reaction SMILES: C(#N)C.[N:4]1[CH:9]=[CH:8][CH:7]=[CH:6][CH:5]=1.[F:10][C:11]([F:21])([F:20])[S:12]([O:15][Si](C)(C)C)(=[O:14])=[O:13].[F:22]F>CCOCC>[F:10][C:11]([F:21])([F:20])[S:12]([O-:15])(=[O:14])=[O:13].[F:22][N+:4]1[CH:9]=[CH:8][CH:7]=[CH:6][CH:5]=1 |f:5.6|. Procedure details: To a 5 ml anhydrous acetonitrile solution containing 0.408 g (5.17 mmoles) of pyridine, 1.0 ml (5.17 mmoles) of trimethylsilyl trifluoromethanesulfonate as the XM reactant was added at -40° C. under stirring. To the resultant solution a mixed gas of fluorine and nitrogen (1:9), 10 minutes after the addition, was introduced at a rate of 15 ml/min. The amount of fluorine gas introduced was 15.5 mmoles. After the completion of the reaction, an amount of ether cooled to -60° C. was added to the solu...